From a dataset of the Open Reaction Database (ORD), a public repository of structured organic reaction records. describe an organic reaction: reactants, conditions, products, and yield Starting materials: C(C)C(CC)OC1=C(C(=NC(=C1)C)NC1=C(C=C(C=C1C)C)C)CO ([4-(1-ethyl-propoxy)-6-methyl-2-(2,4,6-trimethyl-phenylamino)-pyridin-3-yl]-methanol), C=O (formaldehyde), CC=1C=CC(=CC1)S(=O)(=O)O (p-TsOH). The solvent is C1(=CC=CC=C1)C (toluene). Product: C(C)C(CC)OC1=C2COCN(C2=NC(=C1)C)C1=C(C=C(C=C1C)C)C (5-(1-Ethyl-propoxy)-7-methyl-1-(2,4,6-trimethyl-phenyl)-1,4-dihydro-2H-3-oxa-1,8-diaza-naphthalene). Yield: 97.3%. As a reaction SMILES: [CH2:1]([CH:3]([O:6][C:7]1[CH:12]=[C:11]([CH3:13])[N:10]=[C:9]([NH:14][C:15]2[C:20]([CH3:21])=[CH:19][C:18]([CH3:22])=[CH:17][C:16]=2[CH3:23])[C:8]=1[CH2:24][OH:25])[CH2:4][CH3:5])[CH3:2].C=O.[CH3:28]C1C=CC(S(O)(=O)=O)=CC=1>C1(C)C=CC=CC=1>[CH2:1]([CH:3]([O:6][C:7]1[CH:12]=[C:11]([CH3:13])[N:10]=[C:9]2[C:8]=1[CH2:24][O:25][CH2:28][N:14]2[C:15]1[C:16]([CH3:23])=[CH:17][C:18]([CH3:22])=[CH:19][C:20]=1[CH3:21])[CH2:4][CH3:5])[CH3:2]. Procedure details: A mixture of [4-(1-ethyl-propoxy)-6-methyl-2-(2,4,6-trimethyl-phenylamino)-pyridin-3-yl]-methanol (79 mg, 0.231 mmol), 37% aqueous formaldehyde (0.1 ml) and p-TsOH (22 mg, 0.116 mmol) in 10 ml of toluene was heated at reflux using a Dean-Stark apparatus for 3 hours. The mixture was quenched with water and extracted with ethyl acetate. The organic layer was separated, dried and concentrated to give 100 mg of the crude material. The crude material was purified through silica gel column chromatogra...